From a dataset of the Open Reaction Database (ORD), a public repository of structured organic reaction records. describe an organic reaction: reactants, conditions, products, and yield The reactants are BrB(Br)Br, CCOCC, COc1ccccc1C(=C1CN(C(c2ccccc2)c2ccccc2)C1)S(C)(=O)=O, ClCCl. Product: CS(=O)(=O)C(=C1CN(C(c2ccccc2)c2ccccc2)C1)c1ccccc1O. Reaction SMILES: [B:31]([Br:32])([Br:33])[Br:34].[CH2:38]([O:39][CH2:40][CH3:41])[CH3:42].[CH:1]([c:2]1[cH:3][cH:4][cH:5][cH:6][cH:7]1)([c:8]1[cH:9][cH:10][cH:11][cH:12][cH:13]1)[N:14]1[CH2:15][C:16](=[C:18]([S:19](=[O:20])(=[O:21])[CH3:22])[c:23]2[c:24]([O:29][CH3:30])[cH:25][cH:26][cH:27][cH:28]2)[CH2:17]1.[Cl:35][CH2:36][Cl:37]>>[CH:1]([c:2]1[cH:3][cH:4][cH:5][cH:6][cH:7]1)([c:8]1[cH:9][cH:10][cH:11][cH:12][cH:13]1)[N:14]1[CH2:15][C:16](=[C:18]([S:19](=[O:20])(=[O:21])[CH3:22])[c:23]2[c:24]([OH:29])[cH:25][cH:26][cH:27][cH:28]2)[CH2:17]1. Reactants: ClCCCS(=O)(=O)N1C[C@@H](N(CC1)S(=O)(=O)C=1SC(=CC1)C1=CC=C(C=C1)F)C(=O)NOC1OCCCC1 ((2R)-4-(3-chloropropanesulfonyl)-1-[5-(4-fluorophenyl)thiophene-2-sulfonyl]-N-(2-tetrahydropyranyloxy)-2-piperazinecarboxamide), N1CCCCC1 (piperidine), [I-].[K+] (potassium iodide). The solvent is CN(C)C=O (DMF). Conditions: time 2 day. Product: FC1=CC=C(C=C1)C1=CC=C(S1)S(=O)(=O)N1[C@H](CN(CC1)S(=O)(=O)CCCN1CCCCC1)C(=O)NOC1OCCCC1 ((2R)-1-[5-(4-fluorophenyl)thiophene-2-sulfonyl]-4-[3-(-piperidino) propanesulfonyl]-N-(2-tetrahydropyranyloxy)-2-piperazinecarboxamide). Isolated yield 76.4%. Reaction SMILES: Cl[CH2:2][CH2:3][CH2:4][S:5]([N:8]1[CH2:13][CH2:12][N:11]([S:14]([C:17]2[S:18][C:19]([C:22]3[CH:27]=[CH:26][C:25]([F:28])=[CH:24][CH:23]=3)=[CH:20][CH:21]=2)(=[O:16])=[O:15])[C@@H:10]([C:29]([NH:31][O:32][CH:33]2[CH2:38][CH2:37][CH2:36][CH2:35][O:34]2)=[O:30])[CH2:9]1)(=[O:7])=[O:6].[NH:39]1[CH2:44][CH2:43][CH2:42][CH2:41][CH2:40]1.[I-].[K+]>CN(C=O)C>[F:28][C:25]1[CH:26]=[CH:27][C:22]([C:19]2[S:18][C:17]([S:14]([N:11]3[CH2:12][CH2:13][N:8]([S:5]([CH2:4][CH2:3][CH2:2][N:39]4[CH2:44][CH2:43][CH2:42][CH2:41][CH2:40]4)(=[O:7])=[O:6])[CH2:9][C@@H:10]3[C:29]([NH:31][O:32][CH:33]3[CH2:38][CH2:37][CH2:36][CH2:35][O:34]3)=[O:30])(=[O:16])=[O:15])=[CH:21][CH:20]=2)=[CH:23][CH:24]=1 |f:2.3|. Procedure: A mixture of (2R)-4-(3-chloropropanesulfonyl)-1-[5-(4-fluorophenyl)thiophene-2-sulfonyl]-N-(2-tetrahydropyranyloxy)-2-piperazinecarboxamide (200 mg), piperidine (279 mg) and potassium iodide (65 mg) in DMF (3 ml) was stirred at ambient temperature for 2 days. The mixture was concentrated in vacuo. The residue was partitioned between AcOEt and H2O. The organic layer was washed with saturated aqueous NaCl solution, dried over MgSO4, and concentrated in vacuo. The residue was purified by SiO2 colum... Starting materials: C(C1=CC=CC=C1)OC1=CC(=C(C(=O)OC)C=C1C(C)C)OC (methyl 4-benzyloxy-5-isopropyl-2-methoxybenzoate). Reagents/catalysts: [Pd] (Palladium on carbon). Solvent: CO (methanol). Run at time 3 hour. Product: OC1=CC(=C(C(=O)OC)C=C1C(C)C)OC (methyl 4-hydroxy-5-isopropyl-2-methoxybenzoate). Yield: 96.8%. As a reaction SMILES: C([O:8][C:9]1[C:18]([CH:19]([CH3:21])[CH3:20])=[CH:17][C:12]([C:13]([O:15][CH3:16])=[O:14])=[C:11]([O:22][CH3:23])[CH:10]=1)C1C=CC=CC=1>[Pd].CO>[OH:8][C:9]1[C:18]([CH:19]([CH3:21])[CH3:20])=[CH:17][C:12]([C:13]([O:15][CH3:16])=[O:14])=[C:11]([O:22][CH3:23])[CH:10]=1. Reported procedure: 10% Palladium on carbon (80 mg) was added to a suspension of methyl 4-benzyloxy-5-isopropyl-2-methoxybenzoate (624 mg, 1.99 mmol) in methanol (16 ml) and the mixture was stirred at room temperature under a hydrogen atmosphere for 3 hours. The mixture was filtered, the catalyst was rinsed with methanol (3×5 ml) and the combined filtrates were evaporated in vacuo to afford methyl 4-hydroxy-5-isopropyl-2-methoxybenzoate (432 mg, 97%) as an off-white solid. 1H NMR (DMSO-d6) 10.18 (1H, br s), 7.52 (1... Reactants: C(C1=CC=CC=C1)OC(=O)N1CCN(CC1)C1=NC2=CC=CC=C2C(=N1)O[C@H]1[C@@H]([C@@H]([C@H](C1)OC)O)O (2-[4-(benzyloxycarbonyl)piperazin-1-yl]-4-[(1R,2R,3S,4S)-(2,3-dihydroxy-4-methoxycyclopentan-1-yl)oxy]quinazoline). The reagents and catalysts are [Pd] (palladium/carbon). Run in CO (methanol). Reaction conditions: time 16.5 hour. Yields the product O[C@H]1[C@@H](C[C@@H]([C@H]1O)OC)OC1=NC(=NC2=CC=CC=C12)N1CCNCC1 (4-[(1R,2R,3S,4S)-(2,3-dihydroxy-4-methoxycyclopentan-1-yl)oxy]-2-(1-piperazinyl)quinazoline). Yield: 75.0%. RXN SMILES: C(OC([N:11]1[CH2:16][CH2:15][N:14]([C:17]2[N:26]=[C:25]([O:27][C@@H:28]3[CH2:32][C@H:31]([O:33][CH3:34])[C@@H:30]([OH:35])[C@H:29]3[OH:36])[C:24]3[C:19](=[CH:20][CH:21]=[CH:22][CH:23]=3)[N:18]=2)[CH2:13][CH2:12]1)=O)C1C=CC=CC=1>CO.[Pd]>[OH:36][C@@H:29]1[C@H:30]([OH:35])[C@@H:31]([O:33][CH3:34])[CH2:32][C@H:28]1[O:27][C:25]1[C:24]2[C:19](=[CH:20][CH:21]=[CH:22][CH:23]=2)[N:18]=[C:17]([N:14]2[CH2:13][CH2:12][NH:11][CH2:16][CH2:15]2)[N:26]=1. Procedure details: To a solution of 2-[4-(benzyloxycarbonyl)piperazin-1-yl]-4-[(1R,2R,3S,4S)-(2,3-dihydroxy-4-methoxycyclopentan-1-yl)oxy]quinazoline (5.40 g) in methanol (108 ml) is added 10% palladium/carbon (1.00 g), and the mixture is stirred under hydrogen atmosphere and under atmospheric pressure at room temperature for 16.5 hours. The reaction mixture is filtered, and the filtrate is evaporated to dryness under reduced pressure, and the residue is crystallized from diethyl ether to give 4-[(1R,2R,3S,4S)-(2,...